Dataset: the Open Reaction Database (ORD), a public repository of structured organic reaction records. Task: describe an organic reaction: reactants, conditions, products, and yield Starting materials: CCOC(=O)c1cncc2c(COc3cccc(NC(=O)c4ccc(Cl)cc4)c3)csc12, CS(C)=O, NCCO. Product: O=C(Nc1cccc(OCc2csc3c(C(=O)NCCO)cncc23)c1)c1ccc(Cl)cc1. RXN SMILES: [CH2:1]([O:2][C:4](=[O:5])[c:6]1[c:7]2[c:8]([cH:9][n:10][cH:11]1)[c:12]([CH2:15][O:16][c:17]1[cH:18][c:19]([NH:23][C:24]([c:25]3[cH:26][cH:27][c:28]([Cl:31])[cH:29][cH:30]3)=[O:32])[cH:20][cH:21][cH:22]1)[cH:13][s:14]2)[CH3:3].[CH3:37][S:38]([CH3:39])=[O:40].[NH2:33][CH2:34][CH2:35][OH:36]>>[C:4](=[O:5])([c:6]1[c:7]2[c:8]([cH:9][n:10][cH:11]1)[c:12]([CH2:15][O:16][c:17]1[cH:18][c:19]([NH:23][C:24]([c:25]3[cH:26][cH:27][c:28]([Cl:31])[cH:29][cH:30]3)=[O:32])[cH:20][cH:21][cH:22]1)[cH:13][s:14]2)[NH:33][CH2:34][CH2:35][OH:36]. The product is CCOC(=O)Cc1cccc2c(-c3ccccc3)onc12. RXN SMILES: [CH2:20]([CH3:21])[I:22].[CH3:24][N:25]([CH3:26])[CH:27]=[O:28].[OH2:23].[c:1]1(-[c:7]2[o:8][n:9][c:10]3[c:11]2[cH:12][cH:13][cH:14][c:15]3[CH2:16][C:17](=[O:18])[OH:19])[cH:2][cH:3][cH:4][cH:5][cH:6]1>>[c:1]1(-[c:7]2[o:8][n:9][c:10]3[c:11]2[cH:12][cH:13][cH:14][c:15]3[CH2:16][C:17]([O:18][CH2:20][CH3:21])=[O:19])[cH:2][cH:3][cH:4][cH:5][cH:6]1. The reactants are CCI, CN(C)C=O, O, O=C(O)Cc1cccc2c(-c3ccccc3)onc12. RXN SMILES: [CH3:15][OH:16].[H:13][H:14].[OH:1][c:2]1[cH:3][cH:4][c:5]([CH:6]=[CH:7][C:8](=[O:9])[OH:10])[cH:11][cH:12]1>>[OH:1][c:2]1[cH:3][cH:4][c:5]([CH2:6][CH2:7][C:8](=[O:9])[OH:10])[cH:11][cH:12]1. The product is O=C(O)CCc1ccc(O)cc1. The reactants are CO, [H][H], O=C(O)C=Cc1ccc(O)cc1. The reactants are FC=1C=C2C(=C(/C(/C2=CC1)=C/C1=CC=C(C=C1)SC)C)CCON (O-2-[Z-5-fluoro-2-methyl-1-(4-methylthiophenyl)methylene-1H-inden-3-yl]ethyl hydroxylamine), OCCC=O (3-hydroxypropanal). Product: FC=1C=C2C(=C(/C(/C2=CC1)=C/C1=CC=C(C=C1)SC)C)CCON=CCCO (3-hydroxypropanal-O-2-[Z-5-fluoro-2-methyl-1-(4-methylthiophenyl)methylene-1H-inden-3-yl]ethyl oxime). RXN SMILES: [F:1][C:2]1[CH:3]=[C:4]2[C:8](=[CH:9][CH:10]=1)/[C:7](=[CH:11]\[C:12]1[CH:17]=[CH:16][C:15]([S:18][CH3:19])=[CH:14][CH:13]=1)/[C:6]([CH3:20])=[C:5]2[CH2:21][CH2:22][O:23][NH2:24].[OH:25][CH2:26][CH2:27][CH:28]=O>>[F:1][C:2]1[CH:3]=[C:4]2[C:8](=[CH:9][CH:10]=1)/[C:7](=[CH:11]\[C:12]1[CH:17]=[CH:16][C:15]([S:18][CH3:19])=[CH:14][CH:13]=1)/[C:6]([CH3:20])=[C:5]2[CH2:21][CH2:22][O:23][N:24]=[CH:28][CH2:27][CH2:26][OH:25]. Procedure: The title compound is prepared by reaction of O-2-[Z-5-fluoro-2-methyl-1-(4-methylthiophenyl)methylene-1H-inden-3-yl]ethyl hydroxylamine with 3-hydroxypropanal by the method of Example 1. Reactants: CNCC1=CC=2CC3=CC=CC=C3C2C=C1 (2-((methylamino)methyl)fluorene), C(=O)(OC(C)(C)C)OC(=O)OC(C)(C)C (di-tert-butyl dicarbonate). Product: C1=CC=CC=2C3=CC=CC=C3CC12 (fluorene). RXN SMILES: CNC[C:4]1[CH:16]=[CH:15][C:14]2[C:13]3[C:8](=[CH:9][CH:10]=[CH:11][CH:12]=3)[CH2:7][C:6]=2[CH:5]=1.C(OC(OC(C)(C)C)=O)(OC(C)(C)C)=O>>[CH:9]1[C:8]2[CH2:7][C:6]3[C:14](=[CH:15][CH:16]=[CH:4][CH:5]=3)[C:13]=2[CH:12]=[CH:11][CH:10]=1. Procedure: A solution of fluorene-2-carbonyl chloride (prepared from fluorene-2-carboxylic acid and oxalyl chloride) in THF is added to aqueous methylamine (2 molar equivalents) to prepare N-methyl fluorene-2-carboxamide. Reduction of the amide using LiAlH4 in ether provides 2-((methylamino)methyl)fluorene. The amine is protected by reaction with di-tert-butyl dicarbonate to provide 24N-tBOC—N-methylamino)methyl)fluorene. Starting materials: ClC1=CC=C(CN2C(=C(C3=CC(=CC=C23)OCC2=NC3=CC=CC=C3C=C2)SC(C)(C)C)CC(C(=O)OC)(C)C)C=C1 (Methyl 3-[N-(p-chlorobenzyl)-3-(t-butylthio)-5-(quinolin-2-ylmethoxy)indol-2-yl]-2,2-dimethylpropanoate), COC(C(CC=1N(C2=CC=C(C=C2C1SC(C)(C)C)OC)CC1=CC=C(C=C1)Cl)(C)C)=O (3-[N-p-Chlorobenzyl-3-(t-butylthio)-5-methoxyindol-2-yl]-2,2-dimethylpropanoic acid methyl ester). Yields the product ClC1=CC=C(CN2C(=C(C3=CC(=CC=C23)OCC2=NC3=CC=CC=C3C=C2)SC(C)(C)C)CC(C(=O)O)(C)C)C=C1 (3-[N-(p-Chlorobenzyl)-3-(t-butylthio)-5-(quinolin-2-ylmethoxy)indol-2-yl]-2, 2-dimethylpropanoic acid). Reaction SMILES: [Cl:1][C:2]1[CH:42]=[CH:41][C:5]([CH2:6][N:7]2[C:15]3[C:10](=[CH:11][C:12]([O:16][CH2:17][C:18]4[CH:27]=[CH:26][C:25]5[C:20](=[CH:21][CH:22]=[CH:23][CH:24]=5)[N:19]=4)=[CH:13][CH:14]=3)[C:9]([S:28][C:29]([CH3:32])([CH3:31])[CH3:30])=[C:8]2[CH2:33][C:34]([CH3:40])([CH3:39])[C:35]([O:37]C)=[O:36])=[CH:4][CH:3]=1.COC(=O)C(C)(C)CC1N(CC2C=CC(Cl)=CC=2)C2C(C=1SC(C)(C)C)=CC(OC)=CC=2>>[Cl:1][C:2]1[CH:3]=[CH:4][C:5]([CH2:6][N:7]2[C:15]3[C:10](=[CH:11][C:12]([O:16][CH2:17][C:18]4[CH:27]=[CH:26][C:25]5[C:20](=[CH:21][CH:22]=[CH:23][CH:24]=5)[N:19]=4)=[CH:13][CH:14]=3)[C:9]([S:28][C:29]([CH3:32])([CH3:30])[CH3:31])=[C:8]2[CH2:33][C:34]([CH3:40])([CH3:39])[C:35]([OH:37])=[O:36])=[CH:41][CH:42]=1. Reported procedure: Using the hydrolytic procedure of Step B but substituting the ester of Step D for the ester of Step A provided the title compound, which was recrystallized from 1:1 EtOAc/hexane. m.p. 208° C. Reactants: COC=1C=CC2=C(CCN(C(N2)=O)C2CCNCC2)C1 (7-methoxy-3-piperidin-4-yl-1,3,4,5-tetrahydro-1,3-benzodiazepin-2-one), FC1=NC=CC(=C1)C(=O)O (2-fluoropyridine-4-carboxylic acid). Solvent: CN1CCCC1=O (NMP). Yields the product COC1=CC2=C(NC(N(CC2)C2CCN(CC2)C2=NC=CC(=C2)C(=O)O)=O)C=C1 (4-(7-methoxy-2-oxo-1,2,4,5-tetrahydro-benzo[d][1,3]diazepin-3-yl)-3,4,5,6-tetrahydro-2H-[1,2′]bipyridinyl-4′-carboxylic acid). As a reaction SMILES: [CH3:1][O:2][C:3]1[CH:4]=[CH:5][C:6]2[NH:12][C:11](=[O:13])[N:10]([CH:14]3[CH2:19][CH2:18][NH:17][CH2:16][CH2:15]3)[CH2:9][CH2:8][C:7]=2[CH:20]=1.F[C:22]1[CH:27]=[C:26]([C:28]([OH:30])=[O:29])[CH:25]=[CH:24][N:23]=1>CN1C(=O)CCC1>[CH3:1][O:2][C:3]1[CH:4]=[CH:5][C:6]2[NH:12][C:11](=[O:13])[N:10]([CH:14]3[CH2:19][CH2:18][N:17]([C:22]4[CH:27]=[C:26]([C:28]([OH:30])=[O:29])[CH:25]=[CH:24][N:23]=4)[CH2:16][CH2:15]3)[CH2:9][CH2:8][C:7]=2[CH:20]=1. Procedure details: 6.0 g (22 mmol) 7-methoxy-3-piperidin-4-yl-1,3,4,5-tetrahydro-1,3-benzodiazepin-2-one and 1.5 g (11 mmol) 2-fluoropyridine-4-carboxylic acid in 20 mL NMP were stirred overnight at 110° C. The reaction mixture was cooled and the precipitate formed was suction filtered. This was stirred with water, additionally combined with 15% potassium carbonate solution and extracted several times with DCM. The aqueous phase was acidified, the precipitate formed was suction filtered and dried. Reactants: C1(=CC=C(C=C1)S(=O)(=O)OC(CC=1SC=CC1)C)C (1-(2-thienyl)-2-propanol p-toluenesulfonate), N (ammonia), N (ammonia). Reaction conditions: temperature 80 celsius. Product: NC(CC=1SC=CC1)C (2-amino-1-(2-thienyl)-propane). The yield is 53.0%. Reaction SMILES: C1(C)C=CC(S(O[CH:11]([CH3:18])[CH2:12][C:13]2[S:14][CH:15]=[CH:16][CH:17]=2)(=O)=O)=CC=1.[NH3:20]>>[NH2:20][CH:11]([CH3:18])[CH2:12][C:13]1[S:14][CH:15]=[CH:16][CH:17]=1. Procedure details: Into a 1000 ml autoclave, are added 1-(2-thienyl)-2-propanol p-toluenesulfonate (75 g) and ammonia (600 ml). The whole is heated to 80° C. during 15 hours. After cooling, the autoclave is opened and the ammonia is allowed to evaporate. After adding water (100 ml) and a 1N sodium hydroxide solution (175 ml), the resulting material is extracted with ether. The ether phase is separated and then mixed with 1N hydrochloric acid (75 ml). The aqueous phase is made alkaline and is then extracted with et...